This data is from the Open Reaction Database (ORD), a public repository of structured organic reaction records. The task is: describe an organic reaction: reactants, conditions, products, and yield Reactants: C#CCc1c(C)nc2c(OCc3c(C)cccc3NC(=O)OC(C)(C)C)cccn12, CCO, CCOCC. Product: C#CCc1c(C)nc2c(OCc3c(C)cccc3N)cccn12. Reaction SMILES: [C:1]([O:2][C:3](=[O:4])[NH:8][c:9]1[c:10]([CH2:11][O:12][c:13]2[c:14]3[n:15]([cH:16][cH:17][cH:18]2)[c:19]([CH2:23][C:24]#[CH:25])[c:20]([CH3:22])[n:21]3)[c:26]([CH3:30])[cH:27][cH:28][cH:29]1)([CH3:5])([CH3:6])[CH3:7].[CH3:31][CH2:32][OH:33].[CH3:34][CH2:35][O:36][CH2:37][CH3:38]>>[NH2:8][c:9]1[c:10]([CH2:11][O:12][c:13]2[c:14]3[n:15]([cH:16][cH:17][cH:18]2)[c:19]([CH2:23][C:24]#[CH:25])[c:20]([CH3:22])[n:21]3)[c:26]([CH3:30])[cH:27][cH:28][cH:29]1. Starting materials: FC1=CC=C(C=C1)CCC1=CC(=NN1C)C=1C=C(C#N)C=CC1 (3-{5-[2-(4-Fluorophenyl)-ethyl]-1-methyl-1H-pyrazol-3-yl}-benzonitrile), C[Mg]I (MeMgI), CCOCC (Et2O), C[Mg]I (MeMgI), [H-].[H-].[H-].[H-].[Li+].[Al+3] (LiAlH4). The solvent is C1CCOC1 (THF). Conditions: time 30 minute. Yields the product FC1=CC=C(C=C1)CCC1=CC(=NN1C)C=1C=C(C=CC1)C(C)N (1-(3-{5-[2-(4-fluorophenyl)-ethyl]-1-methyl-1H-pyrazol-3-yl}-phenyl)-ethylamine). RXN SMILES: [F:1][C:2]1[CH:7]=[CH:6][C:5]([CH2:8][CH2:9][C:10]2[N:14]([CH3:15])[N:13]=[C:12]([C:16]3[CH:17]=[C:18]([CH:21]=[CH:22][CH:23]=3)[C:19]#[N:20])[CH:11]=2)=[CH:4][CH:3]=1.[CH3:24][Mg]I.CCOCC.[H-].[H-].[H-].[H-].[Li+].[Al+3]>C1COCC1>[F:1][C:2]1[CH:3]=[CH:4][C:5]([CH2:8][CH2:9][C:10]2[N:14]([CH3:15])[N:13]=[C:12]([C:16]3[CH:17]=[C:18]([CH:19]([NH2:20])[CH3:24])[CH:21]=[CH:22][CH:23]=3)[CH:11]=2)=[CH:6][CH:7]=1 |f:3.4.5.6.7.8|. Procedure details: A solution of the nitrile from Step 1 (50 mg, 0.16 mmol) in THF (5 mL) was treated with MeMgI in Et2O (3.0 M, 0.32 mL, 0.96 mmol). A milky solution formed, which was stirred at RT for 30 mins, then further MeMgI was added (1.0 mL, 3 mmol) and stirred for 1 hour. A solution of LiAlH4 in THE (1.0 M, 2.5 mL, 2.5 mmol) was added and stirred at RT for 1 hour. The reaction was quenched by addition of H2O and the solvent evaporated under reduced pressure. The residue was partitioned between CH2Cl2 and ...